From a dataset of the Open Reaction Database (ORD), a public repository of structured organic reaction records. describe an organic reaction: reactants, conditions, products, and yield Starting materials: SCc1ccccc1, COC1=CN(Cl)NC=C1, CS(C)=O, [Cl-], [NH4+], [Na+], [OH-]. Product: COC1=CN(SCc2ccccc2)NC=C1. As a reaction SMILES: [CH2:3]([c:4]1[cH:5][cH:6][cH:7][cH:8][cH:9]1)[SH:10].[CH3:11][O:12][C:13]1=[CH:14][N:15]([Cl:19])[NH:16][CH:17]=[CH:18]1.[CH3:22][S:23](=[O:24])[CH3:25].[Cl-:20].[NH4+:21].[Na+:2].[OH-:1]>>[CH2:3]([c:4]1[cH:5][cH:6][cH:7][cH:8][cH:9]1)[S:10][N:15]1[CH:14]=[C:13]([O:12][CH3:11])[CH:18]=[CH:17][NH:16]1. Procedure details: Prepared from 2,4-difluoro-benzenethiol and 2-bromo-4-fluoro-1-iodo-benzene. Product: BrC1=C(C=CC(=C1)F)SC1=C(C=C(C=C1)F)F (1-Bromo-2-(2,4-difluoro-phenylsulfanyl)-5-fluoro-benzene). As a reaction SMILES: [F:1][C:2]1[CH:7]=[C:6]([F:8])[CH:5]=[CH:4][C:3]=1[SH:9].[Br:10][C:11]1[CH:16]=[C:15]([F:17])[CH:14]=[CH:13][C:12]=1I>>[Br:10][C:11]1[CH:16]=[C:15]([F:17])[CH:14]=[CH:13][C:12]=1[S:9][C:3]1[CH:4]=[CH:5][C:6]([F:8])=[CH:7][C:2]=1[F:1]. Starting materials: FC1=C(C=CC(=C1)F)S (2,4-difluoro-benzenethiol), BrC1=C(C=CC(=C1)F)I (2-bromo-4-fluoro-1-iodo-benzene). The reactants are C(C1=CC=CC=C1)OC=1C=C2CCC(=CC2=CC1)C1=CC2=C(OCO2)C=C1[N+](=O)[O-] (5-(6-benzyloxy-3,4-dihydronaphthalen-2-yl)-6-nitrobenzo[1,3]dioxole). Reagents/catalysts: [OH-].[Pd+2].[OH-] (palladium hydroxide). The solvent is C(C)(=O)O (acetic acid). Run at time 13 hour. Product: NC=1C(=CC2=C(OCO2)C1)C1CC=2C=CC(=CC2CC1)O (6-(6-Aminobenzo[1,3]dioxole-5-yl)-5,6,7,8-tetrahydronaphthalen-2-ol). The yield is 40.9%. As a reaction SMILES: C([O:8][C:9]1[CH:10]=[C:11]2[C:16](=[CH:17][CH:18]=1)[CH:15]=[C:14]([C:19]1[C:27]([N+:28]([O-])=O)=[CH:26][C:22]3[O:23][CH2:24][O:25][C:21]=3[CH:20]=1)[CH2:13][CH2:12]2)C1C=CC=CC=1>C(O)(=O)C.[OH-].[Pd+2].[OH-]>[NH2:28][C:27]1[C:19]([CH:14]2[CH2:13][CH2:12][C:11]3[CH:10]=[C:9]([OH:8])[CH:18]=[CH:17][C:16]=3[CH2:15]2)=[CH:20][C:21]2[O:25][CH2:24][O:23][C:22]=2[CH:26]=1 |f:2.3.4|. Reported procedure: To a solution of 5-(6-benzyloxy-3,4-dihydronaphthalen-2-yl)-6-nitrobenzo[1,3]dioxole (832 mg) in acetic acid (10 ml) was added 20% palladium hydroxide-activated charcoal (200 mg), and the solution was stirred for 13 hours at room temperature under a hydrogen atmosphere at 4 atmospheric pressures. After filtration through celite pad, the solution was concentrated, neutralized with aqueous ammonia, extracted with ethyl acetate, then sequentially washed with water and brine, dried over anhydrous ma... Reactants: O.ON1N=NC2=C1C=CC=C2 (1-Hydroxybenzotriazole hydrate), C(=O)(O)C=1N=C(NC1CCC)C1N(C2=CC=CC=C2C1)C(=O)OC(C)(C)C (1,1-dimethylethyl 2-(4-carboxy-5-propyl-1H-imidazol-2-yl)-2,3-dihydro-1H-indole-1-carboxylate), Cl.COC(CN)=O (Glycine methylester hydrochloride), Cl.C(C)C(=N)NCCCN(C)C (N′-(ethylcarbonimidoyl)-N,N-dimethyl-1,3 propanediamine monohydrochloride), CN1CCOCC1 (4-methylmorpholine). Solvent: C1CCOC1 (THF), C(Cl)Cl (DCM). Reaction conditions: time 3 day. The product is COC(CNC(=O)C=1N=C(NC1CCC)C1N(C2=CC=CC=C2C1)C(=O)OC(C)(C)C)=O (1,1-dimethylethyl 2,3-dihydro-2-[4-[[(2-methoxy-2-oxoethyl)amino]carbonyl]-5-propyl-1H-imidazol-2-yl]-1H-indole-1-carboxylate). Isolated yield 57.2%. RXN SMILES: O.ON1C2C=CC=CC=2N=N1.[C:12]([C:15]1[N:16]=[C:17]([CH:23]2[CH2:31][C:30]3[C:25](=[CH:26][CH:27]=[CH:28][CH:29]=3)[N:24]2[C:32]([O:34][C:35]([CH3:38])([CH3:37])[CH3:36])=[O:33])[NH:18][C:19]=1[CH2:20][CH2:21][CH3:22])(O)=[O:13].Cl.[CH3:40][O:41][C:42](=[O:45])[CH2:43][NH2:44].Cl.C(C(NCCCN(C)C)=N)C.CN1CCOCC1>C(Cl)Cl.C1COCC1>[CH3:40][O:41][C:42](=[O:45])[CH2:43][NH:44][C:12]([C:15]1[N:16]=[C:17]([CH:23]2[CH2:31][C:30]3[C:25](=[CH:26][CH:27]=[CH:28][CH:29]=3)[N:24]2[C:32]([O:34][C:35]([CH3:36])([CH3:38])[CH3:37])=[O:33])[NH:18][C:19]=1[CH2:20][CH2:21][CH3:22])=[O:13] |f:0.1,3.4,5.6|. Procedure details: 1-Hydroxybenzotriazole hydrate (0.00158 mole) was added to a solution of compound 105 (0.00079 mole) in DCM (80 ml). Glycine methylester hydrochloride (0.00103 mole), N′-(ethylcarbonimidoyl)-N,N-dimethyl-1,3 propanediamine monohydrochloride (0.00103 mole) and 4-methylmorpholine (0.00103 mole) were added. THF (25 mm) was added. The reaction was stirred at room temperature for 3 days. The mixture was extracted with water. The organic phase was washed with saturated NaHCO3, 2N citric acid, saturate... Starting materials: C(#N)C1=C(OC=C1C(C)(C)C)N=C=O (3-cyano-4-tert.-butyl-fur-2-yl isocyanate), CN (methylamine). Solvent: C1(=CC=CC=C1)C (toluene), C1(=CC=CC=C1)C (toluene). The product is C(#N)C1=C(OC=C1C(C)(C)C)NC(=O)NC (1-(3-cyano-4-tert.-butyl-fur-2-yl)-3-methylurea). The yield is 75.0%. RXN SMILES: [C:1]([C:3]1[C:7]([C:8]([CH3:11])([CH3:10])[CH3:9])=[CH:6][O:5][C:4]=1[N:12]=[C:13]=[O:14])#[N:2].[CH3:15][NH2:16]>C1(C)C=CC=CC=1>[C:1]([C:3]1[C:7]([C:8]([CH3:10])([CH3:11])[CH3:9])=[CH:6][O:5][C:4]=1[NH:12][C:13]([NH:16][CH3:15])=[O:14])#[N:2]. Procedure: A solution of 7.8 g (0.041 mole) of 3-cyano-4-tert.-butyl-fur-2-yl isocyanate in 30 ml of toluene was added dropwise to a solution of 1.6 g (0.052 mole) of methylamine in 30 ml of toluene. Thereafter, the mixture was worked up by concentrating it under reduced pressure and recrystallizing the residue from toluene. 6.8 g of 1-(3-cyano-4-tert.-butyl-fur-2-yl)-3-methylurea of melting point 163° C. were obtained in this manner. The reactants are OC1=CC=C(C=C1)CCNC(OC(C)(C)C)=O (t-Butyl [2-(4-hydroxyphenyl)ethyl]carbamate), BrCC(=O)OCC1=CC=CC=C1 (benzyl bromoacetate), C([O-])([O-])=O.[K+].[K+] (potassium carbonate). Solvent: CC(=O)C (acetone). Yields the product C(C1=CC=CC=C1)OC(=O)COC1=CC=C(CCNC(OC(C)(C)C)=O)C=C1 (t-Butyl [p-[[(benzyloxy)-carbonyl]methoxy]phenethyl]carbamate). RXN SMILES: [OH:1][C:2]1[CH:7]=[CH:6][C:5]([CH2:8][CH2:9][NH:10][C:11](=[O:17])[O:12][C:13]([CH3:16])([CH3:15])[CH3:14])=[CH:4][CH:3]=1.Br[CH2:19][C:20]([O:22][CH2:23][C:24]1[CH:29]=[CH:28][CH:27]=[CH:26][CH:25]=1)=[O:21].C(=O)([O-])[O-].[K+].[K+]>CC(C)=O>[CH2:23]([O:22][C:20]([CH2:19][O:1][C:2]1[CH:3]=[CH:4][C:5]([CH2:8][CH2:9][NH:10][C:11](=[O:17])[O:12][C:13]([CH3:14])([CH3:16])[CH3:15])=[CH:6][CH:7]=1)=[O:21])[C:24]1[CH:29]=[CH:28][CH:27]=[CH:26][CH:25]=1 |f:2.3.4|. Procedure details: t-Butyl [2-(4-hydroxyphenyl)ethyl]carbamate, benzyl bromoacetate and potassium carbonate were heated in acetone. t-Butyl [p-[[(benzyloxy)-carbonyl]methoxy]phenethyl]carbamate, MS: 385 (0.5, M), was obtained.